From a dataset of the Open Reaction Database (ORD), a public repository of structured organic reaction records. describe an organic reaction: reactants, conditions, products, and yield The reactants are C(C)(=O)N1C(=NCC1)NC1=C(C(=NN1C)C)C (1-Acetyl-2(1,3,4-trimethyl-5-pyrazolyl) amino-2-imidazoline), Cl (HCl). The solvent is CO (methanol). Product: CN1N=C(C(=C1NC=1NCCN1)C)C (2(1,3,4-Trimethyl-5-pyrazolyl) amino-2-imidazoline). Reaction SMILES: C([N:4]1[CH2:8][CH2:7][N:6]=[C:5]1[NH:9][C:10]1[N:14]([CH3:15])[N:13]=[C:12]([CH3:16])[C:11]=1[CH3:17])(=O)C.Cl>CO>[CH3:15][N:14]1[C:10]([NH:9][C:5]2[NH:6][CH2:7][CH2:8][N:4]=2)=[C:11]([CH3:17])[C:12]([CH3:16])=[N:13]1. Reported procedure: 1-Acetyl-2(1,3,4-trimethyl-5-pyrazolyl) amino-2-imidazoline (29.6 g.) was treated with HCl in methanol as described in Example II to give 21.70 g. product (crystallized from CH3CN) The reactants are C(O)([O-])=O.[NH4+] (ammonium hydrogencarbonate), N1=CC=CC=C1 (pyridine), C(=O)(OC(C)(C)C)OC(=O)OC(C)(C)C (di-tert-butyl dicarbonate), COC1=C(C=CC=C1)CCC(=O)O (3-(2-methoxyphenyl)propionic acid). Solvent: C(C)#N (acetonitrile). Run at time 10 minute. Yields the product COC1=C(C=CC=C1)CCC(=O)N (3-(2-Methoxyphenyl)propionamide). RXN SMILES: [CH3:1][O:2][C:3]1[CH:8]=[CH:7][CH:6]=[CH:5][C:4]=1[CH2:9][CH2:10][C:11]([OH:13])=O.[N:14]1C=CC=CC=1.C(OC(OC(C)(C)C)=O)(OC(C)(C)C)=O.C(=O)([O-])O.[NH4+]>C(#N)C>[CH3:1][O:2][C:3]1[CH:8]=[CH:7][CH:6]=[CH:5][C:4]=1[CH2:9][CH2:10][C:11]([NH2:14])=[O:13] |f:3.4|. Procedure: 3-(2-methoxyphenyl)propionic acid (9.0 g, 49.9 mmol) was dissolved in acetonitrile (10 mL). Subsequently, pyridine (3.54 g, 44.9 mmol) and di-tert-butyl dicarbonate [Boc2O (16.3 g, 74.85 mmol)] were added thereto. The mixture was stirred for 10 minutes at room temperature, and then ammonium hydrogencarbonate (5.92 g, 74.9 mmol) were added. After completion of reaction, the reaction mixture was concentrated under reduced pressure. Thereafter, the resultant concentrate was added to water, and the ... Starting materials: CN[C@H]1CCC2=CC=CC=C12 ((1S)-N-methylindan-1-amine), C(C1=CC=CC=C1)(C1=CC=CC=C1)(C1=CC=CC=C1)NS(OC[C@H]1O[C@H]([C@@H]2OC(O[C@@H]21)(C)C)N2C1=NC=NC(=C1N=C2)Cl)(=O)=O ([(3aR,4R,6R,6aR)-6-(6-chloro-9H-purin-9-yl)-2,2-dimethyltetrahydrofuro[3,4-d][1,3]dioxol-4-yl]methyl tritylsulfamate), CCN(C(C)C)C(C)C (DIPEA). The solvent is C(C)O (ethanol). Reaction conditions: temperature 150 celsius. Product: [C@@H]1(CCC2=CC=CC=C12)N(C1=C2N=CN(C2=NC=N1)[C@@H]1O[C@@H]([C@@H]2[C@H]1OC(O2)(C)C)CO)C (((3aR,4R,6R,6aR)-6-{6[(1S)-2,3-dihydro-1H-inden-1-yl(methyl)amino]-9H-purin-9-yl}-2,2-dimethyltetrahydrofuro[3,4-d][1,3]dioxol-4-yl)methanol). Yield: 55.0%. As a reaction SMILES: [CH3:1][NH:2][C@@H:3]1[C:11]2[C:6](=[CH:7][CH:8]=[CH:9][CH:10]=2)[CH2:5][CH2:4]1.C(NS(=O)(=O)[O:33][CH2:34][C@@H:35]1[C@@H:42]2[C@@H:38]([O:39][C:40]([CH3:44])([CH3:43])[O:41]2)[C@H:37]([N:45]2[CH:53]=[N:52][C:51]3[C:46]2=[N:47][CH:48]=[N:49][C:50]=3Cl)[O:36]1)(C1C=CC=CC=1)(C1C=CC=CC=1)C1C=CC=CC=1.CCN(C(C)C)C(C)C>C(O)C>[C@@H:3]1([N:2]([CH3:1])[C:50]2[N:49]=[CH:48][N:47]=[C:46]3[C:51]=2[N:52]=[CH:53][N:45]3[C@H:37]2[C@@H:38]3[O:39][C:40]([CH3:44])([CH3:43])[O:41][C@@H:42]3[C@@H:35]([CH2:34][OH:33])[O:36]2)[C:11]2[C:6](=[CH:7][CH:8]=[CH:9][CH:10]=2)[CH2:5][CH2:4]1. Procedure: A suspension of (1S)-N-methylindan-1-amine (67.8 mg, 0.461 mmol), [(3aR,4R,6R,6aR)-6-(6-chloro-9H-purin-9-yl)-2,2-dimethyltetrahydrofuro[3,4-d][1,3]dioxol-4-yl]methyl tritylsulfamate (200 mg, 0.309 mmol) and DIPEA (0.160 mL, 0.919 mmol) in ethanol (3.0 mL) was heated at 150° C. for 600 s using microwave irradiation. The residue was purified via flash chromatography (0 to 100% EtOAc/DCM) to afford the title compound as a brown oil (74.3 mg, 55%). Starting materials: CO, Cl, CC(C)(C)OC(=O)N1CCC(OCCN2CCCCC2)CC1, C1COCCO1. Product: Cl, C1CCN(CCOC2CCNCC2)CC1. RXN SMILES: [CH3:30][OH:31].[ClH:1].[N:2]1([CH2:8][CH2:9][O:10][CH:11]2[CH2:12][CH2:13][N:14]([C:17]([O:18][C:19]([CH3:20])([CH3:21])[CH3:22])=[O:23])[CH2:15][CH2:16]2)[CH2:3][CH2:4][CH2:5][CH2:6][CH2:7]1.[O:24]1[CH2:25][CH2:26][O:27][CH2:28][CH2:29]1>>[ClH:1].[N:2]1([CH2:8][CH2:9][O:10][CH:11]2[CH2:12][CH2:13][NH:14][CH2:15][CH2:16]2)[CH2:3][CH2:4][CH2:5][CH2:6][CH2:7]1. Conditions: temperature 50 celsius, time 30 minute. Reactants: BrC1=CC(=NC=C1)C(CCCOC)N (1-(4-bromopyridin-2-yl)-4-methoxybutylamine), C(C)(=O)OC(C)=O (acetic anhydride), [OH-].[Na+] (sodium hydroxide). Run in C(C)(=O)O (acetic acid), C(C)(=O)OCC (ethyl acetate). Reported procedure: A solution of 32.0 g of 1-(4-bromopyridin-2-yl)-4-methoxybutylamine in 150 ml of glacial acetic acid is mixed with 37 ml of acetic anhydride. The reaction solution is stirred at 50° C. for 30 minutes and then diluted with ethyl acetate. It is basified with 2M sodium hydroxide solution, and the phases are separated. The aqueous phase is extracted with ethyl acetate (2×). The combined organic phases are evaporated. The title compound is obtained as a yellowish solid from the residue by flash chrom... Product: BrC1=CC(=NC=C1)C(CCCOC)NC(C)=O (N-[1-(4-Bromopyridin-2-yl)-4-methoxybutyl]acetamide), SiO2. RXN SMILES: [Br:1][C:2]1[CH:7]=[CH:6][N:5]=[C:4]([CH:8]([NH2:14])[CH2:9][CH2:10][CH2:11][O:12][CH3:13])[CH:3]=1.[C:15](OC(=O)C)(=[O:17])[CH3:16].[OH-].[Na+]>C(O)(=O)C.C(OCC)(=O)C>[Br:1][C:2]1[CH:7]=[CH:6][N:5]=[C:4]([CH:8]([NH:14][C:15](=[O:17])[CH3:16])[CH2:9][CH2:10][CH2:11][O:12][CH3:13])[CH:3]=1 |f:2.3|.